This data is from the Open Reaction Database (ORD), a public repository of structured organic reaction records. The task is: describe an organic reaction: reactants, conditions, products, and yield Starting materials: Clc1cc2nc(-c3ccc(Br)s3)[nH]c2cc1Cl, [Li]CCCC, CN(C)C=O, [Na], C1CCOC1, O. Yields the product O=Cc1ccc(-c2nc3cc(Cl)c(Cl)cc3[nH]2)s1. RXN SMILES: [Br:1][c:2]1[s:3][c:4](-[c:7]2[nH:8][c:9]3[c:10]([n:11]2)[cH:12][c:13]([Cl:17])[c:14]([Cl:16])[cH:15]3)[cH:5][cH:6]1.[CH2:19]([Li:20])[CH2:21][CH2:22][CH3:23].[CH3:24][N:25]([CH:26]=[O:27])[CH3:28].[Na:18].[O:29]1[CH2:30][CH2:31][CH2:32][CH2:33]1.[OH2:34]>>[c:2]1([CH:26]=[O:27])[s:3][c:4](-[c:7]2[nH:8][c:9]3[c:10]([n:11]2)[cH:12][c:13]([Cl:17])[c:14]([Cl:16])[cH:15]3)[cH:5][cH:6]1. Starting materials: FC(F)(F)c1nnc2ccc(N3CCNCC3)nn12, O=Cc1ccnc2ccccc12. Product: FC(F)(F)c1nnc2ccc(N3CCN(Cc4ccnc5ccccc45)CC3)nn12. Reaction SMILES: [N:1]1([c:7]2[cH:8][cH:9][c:10]3[n:11]([n:12]2)[c:13]([C:16]([F:17])([F:18])[F:19])[n:14][n:15]3)[CH2:2][CH2:3][NH:4][CH2:5][CH2:6]1.[n:20]1[cH:21][cH:22][c:23]([CH:30]=[O:31])[c:24]2[cH:25][cH:26][cH:27][cH:28][c:29]12>>[N:1]1([c:7]2[cH:8][cH:9][c:10]3[n:11]([n:12]2)[c:13]([C:16]([F:17])([F:18])[F:19])[n:14][n:15]3)[CH2:2][CH2:3][N:4]([CH2:30][c:23]2[cH:22][cH:21][n:20][c:29]3[c:24]2[cH:25][cH:26][cH:27][cH:28]3)[CH2:5][CH2:6]1. Run in O1CCOCC1 (dioxane). Starting materials: S1C2=C(C=C1B(O)O)C=CC=C2 (benzo[b]thiophen-2-ylboronic acid), ClC=1C=C2C=CC(=CC2=CC1N(C)C(C)C)C(=O)OC (methyl 6-chloro-7-(isopropyl(methyl)amino)-2-naphthoate), [O-]P(=O)([O-])[O-].[K+].[K+].[K+] (K3PO4). Conditions: temperature 90 celsius, time 1 hour. Reaction SMILES: [S:1]1[C:5](B(O)O)=[CH:4][C:3]2[CH:9]=[CH:10][CH:11]=[CH:12][C:2]1=2.Cl[C:14]1[CH:15]=[C:16]2[C:21](=[CH:22][C:23]=1[N:24]([CH:26]([CH3:28])[CH3:27])[CH3:25])[CH:20]=[C:19]([C:29]([O:31][CH3:32])=[O:30])[CH:18]=[CH:17]2.[O-]P([O-])([O-])=O.[K+].[K+].[K+]>O1CCOCC1.O.C1C=CC([P]([Pd]([P](C2C=CC=CC=2)(C2C=CC=CC=2)C2C=CC=CC=2)([P](C2C=CC=CC=2)(C2C=CC=CC=2)C2C=CC=CC=2)[P](C2C=CC=CC=2)(C2C=CC=CC=2)C2C=CC=CC=2)(C2C=CC=CC=2)C2C=CC=CC=2)=CC=1>[S:1]1[C:5]([C:14]2[CH:15]=[C:16]3[C:21](=[CH:22][C:23]=2[N:24]([CH:26]([CH3:28])[CH3:27])[CH3:25])[CH:20]=[C:19]([C:29]([O:31][CH3:32])=[O:30])[CH:18]=[CH:17]3)=[CH:4][C:3]2[CH:9]=[CH:10][CH:11]=[CH:12][C:2]1=2 |f:2.3.4.5,^1:51,53,72,91|. Yields the product S1C2=C(C=C1C=1C=C3C=CC(=CC3=CC1N(C)C(C)C)C(=O)OC)C=CC=C2 (methyl 6-(benzo[b]thiophen-2-yl)-7-(isopropyl(methyl)amino)-2-naphthoate). Yield: 87.7%. The reagents and catalysts are O (water), C=1C=CC(=CC1)[P](C=2C=CC=CC2)(C=3C=CC=CC3)[Pd]([P](C=4C=CC=CC4)(C=5C=CC=CC5)C=6C=CC=CC6)([P](C=7C=CC=CC7)(C=8C=CC=CC8)C=9C=CC=CC9)[P](C=1C=CC=CC1)(C=1C=CC=CC1)C=1C=CC=CC1 (Pd(PPh3)4). Reported procedure: To a solution of benzo[b]thiophen-2-ylboronic acid (180 mg, 1.01 mmol) in dioxane (6 mL) was added methyl 6-chloro-7-(isopropyl(methyl)amino)-2-naphthoate (120 mg, 0.41 mmol), K3PO4 (259 mg, 1.23 mmol), Pd(PPh3)4 (24.0 mg, 0.02 mmol) and water (3 drops) with stirring for 1 h at 90° C. in an oil bath with an inert atmosphere of nitrogen. The reaction mixture was concentrated under vacuum and then purified by a silica gel column with 1% to 4% ethyl acetate in petroleum ether to afford methyl 6-(be... Starting materials: C1(O)=C(O)C(O)=CC=C1 (pyrogallol), [H-].[Na+] (sodium hydride), B(OCC=C)([O-])[O-] (allyl borate), B(OCC)(OCC)OCC (triethyl borate), water ice-N. Run in CN(C=O)C (dimethylformamide), CN(C=O)C (dimethylformamide). Conditions: time 3 hour. Yields the product C(C=C)OC1=C(C(=CC=C1)O)O (1-(allyloxy)-2,3-dihydroxy benzene), crystals. Yield: 76.3%. RXN SMILES: [C:1]1([CH:9]=[CH:8][CH:7]=[C:5]([OH:6])[C:3]=1[OH:4])[OH:2].[H-].[Na+].B(OCC)(OCC)OCC.B([O-])([O-])O[CH2:24][CH:25]=[CH2:26]>CN(C)C=O>[CH2:26]([O:2][C:1]1[CH:9]=[CH:8][CH:7]=[C:5]([OH:6])[C:3]=1[OH:4])[CH:25]=[CH2:24] |f:1.2|. Reported procedure: A mixture of 3.8 g of pyrogallol, 76 ml of anhydrous dimethylformamide and 2.72 g of sodium hydride in suspension at 53% in oil was stirred for 3 hours under an inert gas atmosphere and then 5.27 ml of triethyl borate were added, followed by stirring for 30 minutes. Then, 2.6 ml of allyl borate in solution in 26 ml of dimethylformamide were added over 45 minutes and the mixture was stirred for 16 hours and poured into water-ice-N hydroohloric acid mixture. Extraction took place with ethyl acetat... The reactants are P(=O)([O-])([O-])[O-].[K+].[K+].[K+] (potassium phosphate), P (phosphine), CS(=O)(=O)N (methanesulfonamide), S(=O)(=O)(O)C(F)(F)C(F)(F)C(F)(F)C(F)(F)F.CC1=CC=CC=C1 (p-methylbenzene nonaflate), C(C)(C)(CC)O (t-Amyl alcohol). Reagents/catalysts: C=1C=CC(=CC1)/C=C/C(=O)/C=C/C2=CC=CC=C2.C=1C=CC(=CC1)/C=C/C(=O)/C=C/C2=CC=CC=C2.C=1C=CC(=CC1)/C=C/C(=O)/C=C/C2=CC=CC=C2.[Pd].[Pd] (tris(dibenzylideneacetone)dipalladium(0)). Run in C(Cl)Cl (CH2Cl2). Reaction conditions: temperature 80 celsius, time 30 minute. Yields the product C1(=CC=C(C=C1)NS(=O)(=O)C)C (N-p-Tolylmethanesulfonamide). As a reaction SMILES: P([O-])([O-])([O-])=O.[K+].[K+].[K+].P.C(O)(CC)(C)C.[CH3:16][S:17]([NH2:20])(=[O:19])=[O:18].S(C(C(C(C(F)(F)F)(F)F)(F)F)(F)F)(O)(=O)=O.[CH3:38][C:39]1[CH:44]=[CH:43][CH:42]=[CH:41][CH:40]=1>C(Cl)Cl.C1C=CC(/C=C/C(/C=C/C2C=CC=CC=2)=O)=CC=1.C1C=CC(/C=C/C(/C=C/C2C=CC=CC=2)=O)=CC=1.C1C=CC(/C=C/C(/C=C/C2C=CC=CC=2)=O)=CC=1.[Pd].[Pd]>[C:39]1([CH3:38])[CH:44]=[CH:43][C:42]([NH:20][S:17]([CH3:16])(=[O:19])=[O:18])=[CH:41][CH:40]=1 |f:0.1.2.3,7.8,10.11.12.13.14|. Reported procedure: In a nitrogen-atmosphere glovebox, a microwave vial equipped with a magnetic stir bar was charged with potassium phosphate (71.6 mg, 0.337 mmol, 1.1 equivalents), tris(dibenzylideneacetone)dipalladium(0) (Pd2dba3) (2.8 mg, 0.00307 mmol, 0.01 equivalents) and phosphine ligand (0.00736 mmol, 0.024 equivalents). t-Amyl alcohol (1.1 mL) was syringed into the vial and the mixture was stirred for 30 minutes at 80° C. After cooling to room temperature, methanesulfonamide (35.0 mg, 0.368 mmol, 1.2 equiv... The reactants are Cl (hydrochloric acid), ClC(=O)OCC(C)C (isobutyl chloroformate), N[C@H](CC1=CNC=N1)C(=O)O (D-histidine), N[C@@H](CC1=CNC=N1)C(=O)O (histidine), FC(C(=O)OC(C(F)(F)F)=O)(F)F (trifluoroacetic anhydride). Product: C(#N)CC(=O)N[C@H](C(=O)O)CC=1N=CNC1 ((S)-2-(Cyanoacetylamino)-3-(1H-imidazol-4-yl)propionic acid). RXN SMILES: Cl.[NH2:2][C@H:3]([C:10]([OH:12])=[O:11])[CH2:4][C:5]1[N:9]=[CH:8][NH:7][CH:6]=1.FC(F)(F)C([O:17][C:18](=O)[C:19](F)(F)F)=O.ClC(OCC(C)C)=O.[NH2:34][C@@H:35](C(O)=O)CC1N=CNC=1>>[C:35]([CH2:19][C:18]([NH:2][C@@H:3]([CH2:4][C:5]1[N:9]=[CH:8][NH:7][CH:6]=1)[C:10]([OH:12])=[O:11])=[O:17])#[N:34]. Procedure: An optical purity of >99.8% was determined for a sample obtained according to the procedure above. The determination was carried out by hydrolysing the amide bond (6 N hydrochloric acid, 110° C., 24 h), followed by derivatizing the liberated histidine with trifluoroacetic anhydride and isobutyl chloroformate. A D-histidine content of <0.1% was detected by means of gas chromatography on a chiral stationary phase. Yields the product S1C2=C(C(=C1)C(=O)C1=CSC=C1)SC=C2C(=O)C2=CSC=C2 (thieno[3,2-b]thiophene-3,6-diylbis(thiophen-3-ylmethanone)). Procedure: To a solution of thieno[3,2-b]thiophene-3,6-diylbis(thiophen-3-ylmethanol) in dichloromethane at 0° C. was added pyridinium chlorochromate. The mixture was allowed to warm up at room temperature and stirred for 4 hours. The mixture was then filtered through celite. The solvent was evaporated and the resulting product was purified by column chromatography. Starting materials: S1C2=C(C(=C1)C(O)C1=CSC=C1)SC=C2C(O)C2=CSC=C2 (thieno[3,2-b]thiophene-3,6-diylbis(thiophen-3-ylmethanol)), [Cr](=O)(=O)([O-])Cl.[NH+]1=CC=CC=C1 (pyridinium chlorochromate). Run at time 4 hour. Run in ClCCl (dichloromethane). Reaction SMILES: [S:1]1[CH:5]=[C:4]([CH:6]([C:8]2[CH:12]=[CH:11][S:10][CH:9]=2)[OH:7])[C:3]2[S:13][CH:14]=[C:15]([CH:16]([C:18]3[CH:22]=[CH:21][S:20][CH:19]=3)[OH:17])[C:2]1=2.[Cr](Cl)([O-])(=O)=O.[NH+]1C=CC=CC=1>ClCCl>[S:1]1[CH:5]=[C:4]([C:6]([C:8]2[CH:12]=[CH:11][S:10][CH:9]=2)=[O:7])[C:3]2[S:13][CH:14]=[C:15]([C:16]([C:18]3[CH:22]=[CH:21][S:20][CH:19]=3)=[O:17])[C:2]1=2 |f:1.2|. The reactants are ClC=1N=NC(=C(N1)NC1=C(C=CC=C1)S(=O)(=O)C(C)C)Cl (3,6-dichloro-N-[2-(propan-2-ylsulfonyl)phenyl]-1,2,4-triazin-5-amine), CP(=O)(C)C1=CC(=C(N)C=C1)OC(F)(F)F (4-(Dimethylphosphoryl)-2-(trifluoromethoxy)aniline), C12(C(=O)CC(CC1)C2(C)C)CS(=O)(=O)O (camphorsulfonic acid). Run in CC(C)O (2-propanol), ClCCl (dichloromethane). The product is ClC1=C(N=C(N=N1)NC1=C(C=C(C=C1)P(=O)(C)C)OC(F)(F)F)NC1=C(C=CC=C1)S(=O)(=O)C(C)C (6-chloro-N3-[4-(dimethylphosphoryl)-2-(trifluoromethoxy)phenyl]-N5-[2-(propan-2-ylsulfonyl)phenyl]-1,2,4-triazine-3,5-diamine). RXN SMILES: Cl[C:2]1[N:3]=[N:4][C:5]([Cl:21])=[C:6]([NH:8][C:9]2[CH:14]=[CH:13][CH:12]=[CH:11][C:10]=2[S:15]([CH:18]([CH3:20])[CH3:19])(=[O:17])=[O:16])[N:7]=1.[CH3:22][P:23]([C:26]1[CH:32]=[CH:31][C:29]([NH2:30])=[C:28]([O:33][C:34]([F:37])([F:36])[F:35])[CH:27]=1)([CH3:25])=[O:24].C12(CS(O)(=O)=O)C(C)(C)C(CC1)CC2=O>CC(O)C.ClCCl>[Cl:21][C:5]1[N:4]=[N:3][C:2]([NH:30][C:29]2[CH:31]=[CH:32][C:26]([P:23]([CH3:25])([CH3:22])=[O:24])=[CH:27][C:28]=2[O:33][C:34]([F:37])([F:35])[F:36])=[N:7][C:6]=1[NH:8][C:9]1[CH:14]=[CH:13][CH:12]=[CH:11][C:10]=1[S:15]([CH:18]([CH3:20])[CH3:19])(=[O:17])=[O:16]. Reported procedure: A mixture of 3,6-dichloro-N-[2-(propan-2-ylsulfonyl)phenyl]-1,2,4-triazin-5-amine (prepared as in Example 106: 0.7 mmol), 4-(Dimethylphosphoryl)-2-(trifluoromethoxy)aniline (0.7 mmol) and camphorsulfonic acid (0.7 equiv.), is refluxed for 20-48 hours in 2-propanol. The reaction mixture is allowed to cool to room temperature, dissolved in dichloromethane and washed with an aqueous solution of Na2CO3. The dichloromethane extract is dried over MgSO4 and evaporated. The crude product is purified by ... The reactants are FC(CN=C(C1=CC=C(C=C1)Cl)Cl)(F)F (N-(2,2,2-trifluoroethyl)-4-chlorobenzimidoyl chloride), ClC(C(=O)OC)=C (methyl 2-chloroacrylate), N12CCCCCC2=NCCC1 (1,8-diazabicyclo[5.4.0]undec-7-ene). Run in CN(C=O)C (N,N-dimethylformamide). Reaction conditions: time 2 hour. Product: ClC1=CC=C(C=C1)C=1NC(=CC1C(=O)OC)C(F)(F)F (Methyl 2-(p-chlorophenyl)-5-(trifluoromethyl)pyrrole-3-carboxylate). Yield: 34.6%. As a reaction SMILES: [F:1][C:2]([F:15])([F:14])[CH2:3][N:4]=[C:5](Cl)[C:6]1[CH:11]=[CH:10][C:9]([Cl:12])=[CH:8][CH:7]=1.Cl[C:17](=[CH2:22])[C:18]([O:20][CH3:21])=[O:19].N12CCCN=C1CCCCC2>CN(C)C=O>[Cl:12][C:9]1[CH:10]=[CH:11][C:6]([C:5]2[NH:4][C:3]([C:2]([F:15])([F:14])[F:1])=[CH:22][C:17]=2[C:18]([O:20][CH3:21])=[O:19])=[CH:7][CH:8]=1. Procedure: A solution of N-(2,2,2-trifluoroethyl)-4-chlorobenzimidoyl chloride (10.2 g, 0.04 mol) and methyl 2-chloroacrylate (5.8 g, 0.048 mol) in N,N-dimethylformamide is treated with 1,8-diazabicyclo[5.4.0]undec-7-ene (DBU, 19.5 g, 0.128 mol) over 30 minutes at such a rate that the temperature is kept at 40° C., stirred for two hours, and quenched with water and ethyl acetate. The organic layer is separated, washed sequentially with aqueous HCl and water, and concentrated in vacuo to obtain an oil. Flas... Reactants: Cc1[nH]cc2c(=O)n(-c3ccc(Cl)cc3)nc-2c1-c1ccc(Br)cc1, C1COCCN1, CC(C)(C)[O-], [Na+], CN(C)C=O, O=C(C=Cc1ccccc1)C=Cc1ccccc1, O=C(C=Cc1ccccc1)C=Cc1ccccc1, O=C(C=Cc1ccccc1)C=Cc1ccccc1, [Pd], [Pd]. Product: Cc1[nH]cc2c(=O)n(-c3ccc(Cl)cc3)nc-2c1-c1ccc(N2CCOCC2)cc1. As a reaction SMILES: [Br:1][c:2]1[cH:3][cH:4][c:5](-[c:8]2[c:9]3[n:17][n:16](-[c:18]4[cH:19][cH:20][c:21]([Cl:24])[cH:22][cH:23]4)[c:15](=[O:25])[c:10]-3[cH:11][nH:12][c:13]2[CH3:14])[cH:6][cH:7]1.[CH2:26]1[CH2:27][O:28][CH2:29][CH2:30][NH:31]1.[CH3:32][C:33]([CH3:34])([O-:35])[CH3:36].[Na+:37].[O:38]=[CH:39][N:40]([CH3:41])[CH3:42].[O:45]=[C:46]([CH:47]=[CH:48][c:49]1[cH:50][cH:51][cH:52][cH:53][cH:54]1)[CH:55]=[CH:56][c:57]1[cH:58][cH:59][cH:60][cH:61][cH:62]1.[O:63]=[C:64]([CH:65]=[CH:66][c:67]1[cH:68][cH:69][cH:70][cH:71][cH:72]1)[CH:73]=[CH:74][c:75]1[cH:76][cH:77][cH:78][cH:79][cH:80]1.[O:81]=[C:82]([CH:83]=[CH:84][c:85]1[cH:86][cH:87][cH:88][cH:89][cH:90]1)[CH:91]=[CH:92][c:93]1[cH:94][cH:95][cH:96][cH:97][cH:98]1.[Pd:43].[Pd:44]>>[c:2]1([N:31]2[CH2:26][CH2:27][O:28][CH2:29][CH2:30]2)[cH:3][cH:4][c:5](-[c:8]2[c:9]3[n:17][n:16](-[c:18]4[cH:19][cH:20][c:21]([Cl:24])[cH:22][cH:23]4)[c:15](=[O:25])[c:10]-3[cH:11][nH:12][c:13]2[CH3:14])[cH:6][cH:7]1.